This data is from the Open Reaction Database (ORD), a public repository of structured organic reaction records. The task is: describe an organic reaction: reactants, conditions, products, and yield Starting materials: C1(=CCCC1)C[C@@H](C(C(=C)C)=O)NC(OC(C)(C)C)=O ((S)-tert-butyl (1-(cyclopent-1-en-1-yl)-4-methyl-3-oxopent-4-en-2-yl)carbamate), O (Water). The solvent is CN(C)C=O (DMF). Conditions: temperature 0 celsius, time 1.5 hour. Yields the product C1(=CCCC1)C[C@@H](C(=O)[C@@]1(OC1)C)NC(OC(C)(C)C)=O (tert-butyl ((S)-3-(cyclopent-1-en-1-yl)-1-((R)-2-methyloxiran-2-yl)-1-oxopropan-2-yl)carbamate). The yield is 53.0%. RXN SMILES: [C:1]1([CH2:6][C@H:7]([NH:13][C:14](=[O:20])[O:15][C:16]([CH3:19])([CH3:18])[CH3:17])[C:8](=[O:12])[C:9]([CH3:11])=[CH2:10])[CH2:5][CH2:4][CH2:3][CH:2]=1.[OH2:21]>CN(C=O)C>[C:1]1([CH2:6][C@H:7]([NH:13][C:14](=[O:20])[O:15][C:16]([CH3:19])([CH3:18])[CH3:17])[C:8]([C@@:9]2([CH3:11])[CH2:10][O:21]2)=[O:12])[CH2:5][CH2:4][CH2:3][CH:2]=1. Reported procedure: A solution of (S)-tert-butyl (1-(cyclopent-1-en-1-yl)-4-methyl-3-oxopent-4-en-2-yl)carbamate (10.0 g, 35.6 mmol) in DMF (180 mL) was cooled to −20° C. and bleach (54.0 mL, 71.2 mmol, 10%) was added dropwise under nitrogen. The reaction mixture was warmed to 0° C. and stirred for 1.5 h. Water (200 mL) was added and the mixture was extracted with EtOAc (200 mL×2). The organic phases were combined, washed with brine (200 mL×2), dried over anhydrous sodium sulfate, and concentrated. The residue was ... The reactants are CNCC(C)C, ClCCl, Cc1cc2c(cc1C(F)(F)F)NC(=O)CC(c1cccc(-c3ccnc(CO)c3)c1)=N2, O=S(Cl)Cl. Product: Cc1cc2c(cc1C(F)(F)F)NC(=O)CC(c1cccc(-c3ccnc(CN(C)CC(C)C)c3)c1)=N2. RXN SMILES: [CH2:36]([CH:37]([CH3:38])[CH3:39])[NH:40][CH3:41].[Cl:42][CH2:43][Cl:44].[OH:1][CH2:2][c:3]1[n:4][cH:5][cH:6][c:7](-[c:9]2[cH:10][c:11]([C:15]3=[N:16][c:17]4[c:18]([cH:23][c:24]([C:28]([F:29])([F:30])[F:31])[c:25]([CH3:27])[cH:26]4)[NH:19][C:20](=[O:22])[CH2:21]3)[cH:12][cH:13][cH:14]2)[cH:8]1.[S:32]([Cl:33])([Cl:34])=[O:35]>>[CH2:2]([c:3]1[n:4][cH:5][cH:6][c:7](-[c:9]2[cH:10][c:11]([C:15]3=[N:16][c:17]4[c:18]([cH:23][c:24]([C:28]([F:29])([F:30])[F:31])[c:25]([CH3:27])[cH:26]4)[NH:19][C:20](=[O:22])[CH2:21]3)[cH:12][cH:13][cH:14]2)[cH:8]1)[N:40]([CH2:36][CH:37]([CH3:38])[CH3:39])[CH3:41]. The reactants are C1CCCCC1, [Li]C(C)CC, Fc1c(F)c(F)c(F)c(F)c1F. The product is CCC(C)c1c(F)c(F)c(F)c(F)c1F. Reaction SMILES: [CH2:18]1[CH2:19][CH2:20][CH2:21][CH2:22][CH2:23]1.[CH:1]([CH3:2])([CH2:3][CH3:4])[Li:5].[F:6][c:7]1[c:8]([F:9])[c:10]([F:11])[c:12]([F:13])[c:14]([F:15])[c:16]1[F:17]>>[CH:1]([CH3:2])([CH2:3][CH3:4])[c:16]1[c:7]([F:6])[c:8]([F:9])[c:10]([F:11])[c:12]([F:13])[c:14]1[F:15]. The reactants are IC1=CN=C2N1C=C(C=C2)C(=O)OC (methyl 3-iodoimidazo[1,2-a]pyridine-6-carboxylate), COC1=CC=C(C=C1)B(O)O ((4-methoxyphenyl)boronic acid), C([O-])([O-])=O.[Na+].[Na+] (sodium carbonate), COCCOC (1,2-dimethoxyethane). Reagents/catalysts: C=1C=CC(=CC1)[P](C=2C=CC=CC2)(C=3C=CC=CC3)[Pd]([P](C=4C=CC=CC4)(C=5C=CC=CC5)C=6C=CC=CC6)([P](C=7C=CC=CC7)(C=8C=CC=CC8)C=9C=CC=CC9)[P](C=1C=CC=CC1)(C=1C=CC=CC1)C=1C=CC=CC1 (tetrakis(triphenylphosphine)palladium(0)). Run in C(C)(=O)OCC (ethyl acetate). Product: COC1=CC=C(C=C1)C1=CN=C2N1C=C(C=C2)C(=O)OC (methyl 3-(4-methoxyphenyl)imidazo[1,2-a]pyridine-6-carboxylate). Isolated yield 55.9%. RXN SMILES: I[C:2]1[N:6]2[CH:7]=[C:8]([C:11]([O:13][CH3:14])=[O:12])[CH:9]=[CH:10][C:5]2=[N:4][CH:3]=1.[CH3:15][O:16][C:17]1[CH:22]=[CH:21][C:20](B(O)O)=[CH:19][CH:18]=1.C(=O)([O-])[O-].[Na+].[Na+].COCCOC>C(OCC)(=O)C.C1C=CC([P]([Pd]([P](C2C=CC=CC=2)(C2C=CC=CC=2)C2C=CC=CC=2)([P](C2C=CC=CC=2)(C2C=CC=CC=2)C2C=CC=CC=2)[P](C2C=CC=CC=2)(C2C=CC=CC=2)C2C=CC=CC=2)(C2C=CC=CC=2)C2C=CC=CC=2)=CC=1>[CH3:15][O:16][C:17]1[CH:22]=[CH:21][C:20]([C:2]2[N:6]3[CH:7]=[C:8]([C:11]([O:13][CH3:14])=[O:12])[CH:9]=[CH:10][C:5]3=[N:4][CH:3]=2)=[CH:19][CH:18]=1 |f:2.3.4,^1:47,49,68,87|. Procedure details: A mixture of methyl 3-iodoimidazo[1,2-a]pyridine-6-carboxylate (1.40 g, 4.63 mmol), (4-methoxyphenyl)boronic acid (845 mg, 5.56 mmol), tetrakis(triphenylphosphine)palladium(0) (268 mg, 0.232 mmol), 2 M aqueous sodium carbonate solution (4.63 mL) and 1,2-dimethoxyethane (50 mL) was heated under reflux under an argon atmosphere overnight. After cooling, the reaction mixture was diluted with ethyl acetate, washed with saturated aqueous sodium hydrogen carbonate solution and saturated brine, dried o... Starting materials: dipeptide, CN1CCOCC1 (N-methylmorpholine), N[C@@H](CCCNC(N[N+](=O)[O-])=N)C(=O)CCl.Cl (H-L-Arg(NO2)CH2Cl.HCl), N([C@@H](CC(C)C)C(=O)N1[C@H](C(=O)O)CCC1)C(=O)OCC1=CC=CC=C1 (Cbz-L-Leu-L-ProOH), ClC(=O)OCC(C)C (isobutyl chloroformate), CN1CCOCC1 (N-methylmorpholine). The solvent is O (H2O), [Cl-].[Na+].O (brine), C1CCOC1 (THF), CN(C=O)C (dimethylformamide). Conditions: temperature 0 celsius, time 20 minute. Yields the product N([C@@H](CC(C)C)C(=O)N1[C@H](C(=O)N[C@@H](CCCNC(N[N+](=O)[O-])=N)C(=O)CCl)CCC1)C(=O)OCC1=CC=CC=C1 (Cbz-L-Leu-L-Pro-L-Arg(NO2)CH2Cl). RXN SMILES: [NH:1]([C:17]([O:19][CH2:20][C:21]1[CH:26]=[CH:25][CH:24]=[CH:23][CH:22]=1)=[O:18])[C@H:2]([C:7]([N:9]1[CH2:16][CH2:15][CH2:14][C@H:10]1[C:11](O)=[O:12])=[O:8])[CH2:3][CH:4]([CH3:6])[CH3:5].ClC(OCC(C)C)=O.CN1CCOCC1.[NH2:42][C@H:43]([C:54]([CH2:56][Cl:57])=[O:55])[CH2:44][CH2:45][CH2:46][NH:47][C:48](=[NH:53])[NH:49][N+:50]([O-:52])=[O:51].Cl>CN(C)C=O.C1COCC1.O.[Cl-].[Na+].O>[NH:1]([C:17]([O:19][CH2:20][C:21]1[CH:26]=[CH:25][CH:24]=[CH:23][CH:22]=1)=[O:18])[C@H:2]([C:7]([N:9]1[CH2:16][CH2:15][CH2:14][C@H:10]1[C:11]([NH:42][C@H:43]([C:54]([CH2:56][Cl:57])=[O:55])[CH2:44][CH2:45][CH2:46][NH:47][C:48](=[NH:53])[NH:49][N+:50]([O-:52])=[O:51])=[O:12])=[O:8])[CH2:3][CH:4]([CH3:5])[CH3:6] |f:3.4,8.9.10|. Procedure details: The preformed protected dipeptide, Cbz-L-Leu-L-ProOH, (2.0 mmol) was allowed to react with isobutyl chloroformate (0.29 ml, 2.1 mmol), in the presence of N-methylmorpholine (0.24 ml, 2.1 mmol) at 0° C. for 20 min. A solution of H-L-Arg(NO2)CH2Cl.HCl (0.60 g, 2.0 mmol) in dimethylformamide (4 ml) was added dropwise. After stirring for 20 min at 0° C., N-methylmorpholine (0.22 ml, 2.0 mmol) in THF was added. The resulting solution was stirred at 0° C. for an additional 40 min, then at RT for 1 hr....